Dataset: the Open Reaction Database (ORD), a public repository of structured organic reaction records. Task: describe an organic reaction: reactants, conditions, products, and yield Starting materials: C(C)OC(=O)N1CCN(CC1)C([C@H](CCC(=O)O)NC(=O)C1=NN(C(=C1)OC1(CCC1)C(=O)OCC)C1=CC=CC=C1)=O (4-((S)-4-Carboxy-2-{[5-(1-ethoxycarbonyl-cyclobutoxy)-1-phenyl-1H-pyrazole-3-carbonyl]-amino}-butyryl)-piperazine-1-carboxylic acid ethyl ester), N (ammonia). Solvent: solution, CO (methanol). Yields the product C(C)OC(=O)N1CCN(CC1)C([C@H](CCC(=O)O)NC(=O)C1=NN(C(=C1)OC1(CCC1)C(N)=O)C1=CC=CC=C1)=O (4-((S)-2-{[5-(1-Carbamoyl-cyclobutoxy)-1-phenyl-1H-pyrazole-3-carbonyl]-amino}-4-carboxy-butyryl)-piperazine-1-carboxylic acid ethyl ester). RXN SMILES: [CH2:1]([O:3][C:4]([N:6]1[CH2:11][CH2:10][N:9]([C:12](=[O:43])[C@@H:13]([NH:19][C:20]([C:22]2[CH:26]=[C:25]([O:27][C:28]3([C:32](OCC)=[O:33])[CH2:31][CH2:30][CH2:29]3)[N:24]([C:37]3[CH:42]=[CH:41][CH:40]=[CH:39][CH:38]=3)[N:23]=2)=[O:21])[CH2:14][CH2:15][C:16]([OH:18])=[O:17])[CH2:8][CH2:7]1)=[O:5])[CH3:2].[NH3:44]>CO>[CH2:1]([O:3][C:4]([N:6]1[CH2:11][CH2:10][N:9]([C:12](=[O:43])[C@@H:13]([NH:19][C:20]([C:22]2[CH:26]=[C:25]([O:27][C:28]3([C:32](=[O:33])[NH2:44])[CH2:29][CH2:30][CH2:31]3)[N:24]([C:37]3[CH:38]=[CH:39][CH:40]=[CH:41][CH:42]=3)[N:23]=2)=[O:21])[CH2:14][CH2:15][C:16]([OH:18])=[O:17])[CH2:8][CH2:7]1)=[O:5])[CH3:2]. Reported procedure: 50 mg of 4-((S)-4-Carboxy-2-{[5-(1-ethoxycarbonyl-cyclobutoxy)-1-phenyl-1H-pyrazole-3-carbonyl]-amino}-butyryl)-piperazine-1-carboxylic acid ethyl ester were dissolved in 1 ml of a 8 M solution of ammonia in methanol. After 16 h at RT the solvents were evaporated under reduced pressure and the residue was purified by preparative HPLC (C18 reverse phase column, elution with a water/MeCN gradient with 0.1% TFA). The fractions containing the product were evaporated and lyophilized to yield a white ... Starting materials: CC(C)OC(=O)CO, CC(O)C(=O)OCCCl, CCOCC. Product: CC(C)OC(=O)COC(=O)C(C)O. RXN SMILES: [C:10]([CH2:11][OH:12])(=[O:13])[O:14][CH:15]([CH3:16])[CH3:17].[C:1]([CH:2]([OH:3])[CH3:4])(=[O:5])[O:6][CH2:7][CH2:8][Cl:9].[CH2:18]([O:19][CH2:20][CH3:21])[CH3:22]>>[C:1]([CH:2]([OH:3])[CH3:4])(=[O:5])[O:12][CH2:11][C:10](=[O:13])[O:14][CH:15]([CH3:16])[CH3:17]. Starting materials: FC1=C(CN2N=C(C=3C2=NC=CC3)C3=NC=C(C(=N3)C)C(=O)OC)C=CC=C1 (Methyl 2-[1-(2-fluorobenzyl)-1H-pyrazolo[3,4-b]pyridin-3-yl]-4-methylpyrimidine-5-carboxylate), [OH-].[Li+] (lithium hydroxide). Run in O1CCCC1 (tetrahydrofuran). Conditions: time 90 minute. The product is FC1=C(CN2N=C(C=3C2=NC=CC3)C3=NC=C(C(=N3)C)C(=O)O)C=CC=C1 (2-[1-(2-Fluorobenzyl)-1H-pyrazolo[3,4-b]pyridin-3-yl]-4-methylpyrimidine-5-carboxylic acid). RXN SMILES: [F:1][C:2]1[CH:28]=[CH:27][CH:26]=[CH:25][C:3]=1[CH2:4][N:5]1[C:9]2=[N:10][CH:11]=[CH:12][CH:13]=[C:8]2[C:7]([C:14]2[N:19]=[C:18]([CH3:20])[C:17]([C:21]([O:23]C)=[O:22])=[CH:16][N:15]=2)=[N:6]1.[OH-].[Li+]>O1CCCC1>[F:1][C:2]1[CH:28]=[CH:27][CH:26]=[CH:25][C:3]=1[CH2:4][N:5]1[C:9]2=[N:10][CH:11]=[CH:12][CH:13]=[C:8]2[C:7]([C:14]2[N:19]=[C:18]([CH3:20])[C:17]([C:21]([OH:23])=[O:22])=[CH:16][N:15]=2)=[N:6]1 |f:1.2|. Procedure details: 830 mg (2.20 mmol) of the compound from example 44A were initially charged in tetrahydrofuran (10 ml), 4.40 ml (4.40 mmol) of aqueous lithium hydroxide solution (1.0 M) were added and the suspension was stirred at RT for 90 min Subsequently, the now clear solution was concentrated and the residue was partitioned between ethyl acetate and water. The aqueous phase was adjusted to pH<7 with 1M hydrochloric acid, and a solid precipitated out. This was filtered off, washed with water and tert-butyl m... Starting materials: FC(C(=O)O)(F)F.FC(C(=O)O)(F)F.ClC=1C=NC=2NC=3C=CC=C(CCC4=CC(=CC(NC1N2)=C4)N)C3 (6-chloro-2,4,8,22-tetraazatetracyclo[14.3.1.1(3,7).1(9,13)]docosa-1(20),3(22),4,6,9(21),10,12,16,18-nonaen-11-amine bis(trifluoroacetate)), C1(CCC1)C(=O)Cl (cyclobutanecarboxylic acid chloride). Product: FC(C(=O)O)(F)F.ClC=1C=NC=2NC=3C=CC=C(CCC4=CC(=CC(NC1N2)=C4)NC(=O)C4CCC4)C3 (N-[6-Chloro-2,4,8,22-tetraazatetracyclo[14.3.1.1(3,7).1(9,13)]docosa-1(20),3(22),4,6,9(21),10,12,16,18-nonaen-11-yl]cyclobutanecarboxamide trifluoroacetate). Yield: 51.0%. RXN SMILES: [F:1][C:2]([F:7])([F:6])[C:3]([OH:5])=[O:4].FC(F)(F)C(O)=O.[Cl:15][C:16]1[CH:17]=[N:18][C:19]2[NH:20][C:21]3[CH:22]=[CH:23][CH:24]=[C:25]([CH:38]=3)[CH2:26][CH2:27][C:28]3[CH:36]=[C:32]([NH:33][C:34]=1[N:35]=2)[CH:31]=[C:30]([NH2:37])[CH:29]=3.[CH:39]1([C:43](Cl)=[O:44])[CH2:42][CH2:41][CH2:40]1>>[F:1][C:2]([F:7])([F:6])[C:3]([OH:5])=[O:4].[Cl:15][C:16]1[CH:17]=[N:18][C:19]2[NH:20][C:21]3[CH:22]=[CH:23][CH:24]=[C:25]([CH:38]=3)[CH2:26][CH2:27][C:28]3[CH:36]=[C:32]([NH:33][C:34]=1[N:35]=2)[CH:31]=[C:30]([NH:37][C:43]([CH:39]1[CH2:42][CH2:41][CH2:40]1)=[O:44])[CH:29]=3 |f:0.1.2,4.5|. Procedure: The desired compound was prepared according to the procedure of Example B26, using 6-chloro-2,4,8,22-tetraazatetracyclo[14.3.1.1(3,7).1(9,13)]docosa-1(20),3(22),4,6,9(21),10,12,16,18-nonaen-11-amine bis(trifluoroacetate) and cyclobutanecarboxylic acid chloride as the starting materials in 51% yield. LCMS for C23H23ClN5O (M+H)+: m/z=420.2.